From a dataset of the Open Reaction Database (ORD), a public repository of structured organic reaction records. describe an organic reaction: reactants, conditions, products, and yield The reactants are CC1(C2C(C3=CC(=CC=C3O1)C#N)O2)C ((±)-2,2-dimethyl-1a,7b-dihydro-2H-1,3-dioxa-cyclopropa[a]naphthalene-6-carbonitrile), C1(=CC=CC=C1)C=1C=CC(NN1)=O (6-phenyl-2H-pyridazin-3-one). The product is CC1(OC2=CC=C(C=C2C(=C1)OC=1N=NC(=CC1)C1=CC=CC=C1)C#N)C (2,2-Dimethyl-4-(6-phenyl-pyridazin-3-yloxy)-2H-chromene-6-carbonitrile). RXN SMILES: [CH3:1][C:2]1([CH3:15])[O:11][C:10]2[C:5](=[CH:6][C:7]([C:12]#[N:13])=[CH:8][CH:9]=2)[CH:4]2[O:14][CH:3]12.[C:16]1([C:22]2[CH:23]=[CH:24][C:25](=O)[NH:26][N:27]=2)[CH:21]=[CH:20][CH:19]=[CH:18][CH:17]=1>>[CH3:15][C:2]1([CH3:1])[CH:3]=[C:4]([O:14][C:25]2[N:26]=[N:27][C:22]([C:16]3[CH:17]=[CH:18][CH:19]=[CH:20][CH:21]=3)=[CH:23][CH:24]=2)[C:5]2[C:10](=[CH:9][CH:8]=[C:7]([C:12]#[N:13])[CH:6]=2)[O:11]1. Reported procedure: Following the procedure in Example 1, using (±)-2,2-dimethyl-1a,7b-dihydro-2H-1,3-dioxa-cyclopropa[a]naphthalene-6-carbonitrile and 6-phenyl-2H-pyridazin-3-one as starting materials, the title compounds were prepared as white solids. Starting materials: ClC=1C=NC(=C(C(=O)O)C1)N1CC(CC1)C1=CC=CC=C1 (5-chloro-2-(3-phenylpyrrolidin-1-yl)nicotinic acid), Cl.NC1(CC1)C1=CC=C(C(=O)OC)C=C1 (methyl 4-(1-aminocyclopropyl)benzoate hydrochloride). Product: ClC=1C=NC(=C(C(=O)NC2(CC2)C2=CC=C(C(=O)OC)C=C2)C1)N1CC(CC1)C1=CC=CC=C1 (methyl 4-(1-(5-chloro-2-(3-phenylpyrrolidin-1-yl)nicotinamido)cyclopropyl)benzoate). Isolated yield 51.3%. Reaction SMILES: [Cl:1][C:2]1[CH:3]=[N:4][C:5]([N:11]2[CH2:15][CH2:14][CH:13]([C:16]3[CH:21]=[CH:20][CH:19]=[CH:18][CH:17]=3)[CH2:12]2)=[C:6]([CH:10]=1)[C:7]([OH:9])=O.Cl.[NH2:23][C:24]1([C:27]2[CH:36]=[CH:35][C:30]([C:31]([O:33][CH3:34])=[O:32])=[CH:29][CH:28]=2)[CH2:26][CH2:25]1>>[Cl:1][C:2]1[CH:3]=[N:4][C:5]([N:11]2[CH2:15][CH2:14][CH:13]([C:16]3[CH:21]=[CH:20][CH:19]=[CH:18][CH:17]=3)[CH2:12]2)=[C:6]([CH:10]=1)[C:7]([NH:23][C:24]1([C:27]2[CH:36]=[CH:35][C:30]([C:31]([O:33][CH3:34])=[O:32])=[CH:29][CH:28]=2)[CH2:26][CH2:25]1)=[O:9] |f:1.2|. Procedure details: The title compound (D143) (210 mg) was prepared according to the experimental procedure described in Description 142 starting from 5-chloro-2-(3-phenylpyrrolidin-1-yl)nicotinic acid (D99) (260 mg, 0.860 mmol) and methyl 4-(1-aminocyclopropyl)benzoate hydrochloride (D7) (195 mg, 0.86 mmol). Starting materials: O=C([O-])CCCCC(=O)OCc1ccccc1, CCCC[N+](CCCC)(CCCC)CCCC, ClCBr. Product: O=C(CCCCC(=O)OCc1ccccc1)OCCl. Reaction SMILES: [C:18]([CH2:19][CH2:20][CH2:21][CH2:22][C:23](=[O:24])[O-:25])(=[O:26])[O:27][CH2:28][c:29]1[cH:30][cH:31][cH:32][cH:33][cH:34]1.[CH3:1][CH2:2][CH2:3][CH2:4][N+:5]([CH2:6][CH2:7][CH2:8][CH3:9])([CH2:10][CH2:11][CH2:12][CH3:13])[CH2:14][CH2:15][CH2:16][CH3:17].[Cl:35][CH2:36][Br:37]>>[C:18]([CH2:19][CH2:20][CH2:21][CH2:22][C:23](=[O:24])[O:25][CH2:36][Cl:35])(=[O:26])[O:27][CH2:28][c:29]1[cH:30][cH:31][cH:32][cH:33][cH:34]1. Solvent: mixture, CN(C)C=O (DMF), C1CCOC1 (THF). Reported procedure: 10 g of dimethylhydroquinone are dissolved in 750 ml of a mixture of 40% DMF and 60% THF and treated with 117 g of caesium carbonate. 14.1 g of tert-butyl bromoacetate are added dropwise at −25° C. and the reaction mixture is stirred for 17 hours at room temperature. After addition of 10 g of potassium carbonate the reaction mixture is stirred for 24 hours at room temperature, poured onto water and extracted twice with ethyl acetate. The combined organic phases are washed with NaCl solution, dri... Conditions: time 17 hour. The product is OC1=C(C=C(OCC(=O)OC(C)(C)C)C=C1C)C (tert-Butyl (4-hydroxy-3,5-dimethylphenoxy)acetate). RXN SMILES: C[C:2]1[C:3]([CH3:10])=[C:4]([CH:6]=[CH:7][C:8]=1[OH:9])[OH:5].[C:11](=O)([O-])[O-].[Cs+].[Cs+].Br[CH2:18][C:19]([O:21][C:22]([CH3:25])([CH3:24])[CH3:23])=[O:20].C(=O)([O-])[O-].[K+].[K+]>CN(C=O)C.C1COCC1>[OH:5][C:4]1[C:3]([CH3:10])=[CH:2][C:8]([O:9][CH2:18][C:19]([O:21][C:22]([CH3:25])([CH3:24])[CH3:23])=[O:20])=[CH:7][C:6]=1[CH3:11] |f:1.2.3,5.6.7|. Starting materials: C([O-])([O-])=O.[K+].[K+] (potassium carbonate), C([O-])([O-])=O.[Cs+].[Cs+] (caesium carbonate), CC=1C(=C(O)C=CC1O)C (dimethylhydroquinone), BrCC(=O)OC(C)(C)C (tert-butyl bromoacetate).